Dataset: the Open Reaction Database (ORD), a public repository of structured organic reaction records. Task: describe an organic reaction: reactants, conditions, products, and yield The reactants are COC=1C=C(CC2NCCC3=CC(=C(C=C23)OC(C)C)OC)C=CC1OC (1-(3,4-Dimethoxy-benzyl)-6-methoxy-7-isopropoxy-1,2,3,4-tetrahydroisoquinoline), BrCC(=O)Br (2-bromoacetyl bromide), C1(=CC=CC=C1)CCN (2-phenyl-ethylamine). Yields the product COC=1C=C(CC2N(CCC3=CC(=C(C=C23)OC(C)C)OC)CC(=O)NCCC2=CC=CC=C2)C=CC1OC (2-[1-(3,4-Dimethoxy-benzyl)-6-methoxy-7-isopropoxy-3,4-dihydro-1H-isoquinolin-2-yl]-N-(2-phenyl-ethyl)-acetamide). As a reaction SMILES: [CH3:1][O:2][C:3]1[CH:4]=[C:5]([CH:23]=[CH:24][C:25]=1[O:26][CH3:27])[CH2:6][CH:7]1[C:16]2[C:11](=[CH:12][C:13]([O:21][CH3:22])=[C:14]([O:17][CH:18]([CH3:20])[CH3:19])[CH:15]=2)[CH2:10][CH2:9][NH:8]1.Br[CH2:29][C:30](Br)=[O:31].[C:33]1([CH2:39][CH2:40][NH2:41])[CH:38]=[CH:37][CH:36]=[CH:35][CH:34]=1>>[CH3:1][O:2][C:3]1[CH:4]=[C:5]([CH:23]=[CH:24][C:25]=1[O:26][CH3:27])[CH2:6][CH:7]1[C:16]2[C:11](=[CH:12][C:13]([O:21][CH3:22])=[C:14]([O:17][CH:18]([CH3:20])[CH3:19])[CH:15]=2)[CH2:10][CH2:9][N:8]1[CH2:29][C:30]([NH:41][CH2:40][CH2:39][C:33]1[CH:38]=[CH:37][CH:36]=[CH:35][CH:34]=1)=[O:31]. Procedure details: prepared by reaction of 1-(3,4-Dimethoxy-benzyl)-6-methoxy-7-isopropoxy-1,2,3,4-tetrahydroisoquinoline and 2-bromoacetyl bromide with 2-phenyl-ethylamine Reactants: Cl.BrC1=CC=C(C=C1)NN (4-bromophenylhydrazine hydrochloride), C1(CC(CCC1)=O)=O (1,3-cyclohexanedione). Solvent: O (water). Yields the product BrC1=CC=C(C=C1)NN=C1CC(CCC1)=O (1,3-Cyclohexanedione mono(4-bromophenylhydrazone)). Reaction SMILES: Cl.[Br:2][C:3]1[CH:8]=[CH:7][C:6]([NH:9][NH2:10])=[CH:5][CH:4]=1.[C:11]1(=O)[CH2:16][CH2:15][CH2:14][C:13](=[O:17])[CH2:12]1>O>[Br:2][C:3]1[CH:8]=[CH:7][C:6]([NH:9][N:10]=[C:11]2[CH2:16][CH2:15][CH2:14][C:13](=[O:17])[CH2:12]2)=[CH:5][CH:4]=1 |f:0.1|. Reported procedure: A solution of 4-bromophenylhydrazine hydrochloride (2.24 g) and 1,3-cyclohexanedione (1.23 g) in water (60 ml) was stirred at room temperature for 1 h, giving a precipitate. The solid title compound was filtered off and dried (1.63 g). t.l.c (D), Rf 0.35 On cooling a second crop was obtained (0.395 g)